Dataset: the Open Reaction Database (ORD), a public repository of structured organic reaction records. Task: describe an organic reaction: reactants, conditions, products, and yield The solvent is CN1C(CCC1)=O (N-methyl-2-pyrrolidone), C(C)(=O)OCC (ethyl acetate), O (water). RXN SMILES: [C:1]([O:4][C@@H:5]1[C@@H:10]([O:11][C:12](=[O:14])[CH3:13])[C@H:9]([O:15][C:16](=[O:18])[CH3:17])[C@@H:8]([CH2:19][O:20][C:21](=[O:23])[CH3:22])[O:7][C@H:6]1[C:24]1[CH:29]=[CH:28][C:27]([Cl:30])=[C:26]([CH2:31][C:32]2[S:33][C:34]([C:37]3[CH:42]=[CH:41][C:40](C=O)=[C:39]([F:45])[CH:38]=3)=[CH:35][CH:36]=2)[CH:25]=1)(=[O:3])[CH3:2].Cl.[NH2:47][OH:48]>CN1CCCC1=O.C(OCC)(=O)C.O>[C:1]([O:4][C@@H:5]1[C@@H:10]([O:11][C:12](=[O:14])[CH3:13])[C@H:9]([O:15][C:16](=[O:18])[CH3:17])[C@@H:8]([CH2:19][O:20][C:21](=[O:23])[CH3:22])[O:7][C@H:6]1[C:24]1[CH:29]=[CH:28][C:27]([Cl:30])=[C:26]([CH2:31][C:32]2[S:33][C:34]([C:37]3[CH:42]=[CH:41][C:40](=[N:47][OH:48])[CH:39]([F:45])[CH:38]=3)=[CH:35][CH:36]=2)[CH:25]=1)(=[O:3])[CH3:2] |f:1.2|. Yields the product C(C)(=O)O[C@H]1[C@@H](O[C@@H]([C@H]([C@@H]1OC(C)=O)OC(C)=O)COC(C)=O)C1=CC(=C(C=C1)Cl)CC=1SC(=CC1)C1=CC(C(C=C1)=NO)F (1-(2,3,4,6-tetra-O-acetyl-β-D-glucopyranosyl)-4-chloro-3-(5-(4-hydroxyimino-3-fluorophenyl)-2-thienylmethyl)benzene). The yield is 64.8%. Procedure details: 1-(2,3,4,6-Tetra-O-acetyl-β-D-glucopyranosyl)-4-chloro-3-(5-(3-fluoro-4-formylphenyl)-2-thienylmethyl)benzene (272 mg) obtained in Example 180-(1) was dissolved in N-methyl-2-pyrrolidone (10 ml) and added thereto was hydroxylamine hydrochloride (34 mg). The mixture was heated under stirring at 117° C. overnight. The reaction solution was cooled and diluted with ethyl acetate and water. The organic layer was washed with water and successively washed with brine. After drying over magnesium sulfate... Run at temperature 117 celsius, time 8 hour. The reactants are C(C)(=O)O[C@H]1[C@@H](O[C@@H]([C@H]([C@@H]1OC(C)=O)OC(C)=O)COC(C)=O)C1=CC(=C(C=C1)Cl)CC=1SC(=CC1)C1=CC(=C(C=C1)C=O)F (1-(2,3,4,6-Tetra-O-acetyl-β-D-glucopyranosyl)-4-chloro-3-(5-(3-fluoro-4-formylphenyl)-2-thienylmethyl)benzene), Cl.NO (hydroxylamine hydrochloride). The reactants are BrC1=C(C=C(C#N)C=C1)C (4-bromo-3-methylbenzonitrile), BrC1=CC=C(C#N)C=C1 (4-bromobenzonitrile), BrC1=C(C=C(C=C1)C=1N(CC(N1)(C(F)(F)F)O)C1=CC(=C(C=C1)S(=O)(=O)C)F)C (2-(4-Bromo-3-methylphenyl)-1-[3-fluoro-4-(methylsulfonyl)phenyl]-4-hydroxy-4-trifluoromethyl-4,5-dihydro-1H-imidazole). Product: FC=1C=C(C=CC1S(=O)(=O)C)NC(=N)C1=CC(=C(C=C1)Br)C (N-[3-Fluoro-4-(methylsulfonyl)phenyl]-4-bromo-3-methylbenzenecarboximidamide). As a reaction SMILES: BrC1C=CC(C#N)=CC=1C.BrC1C=CC(C#N)=CC=1.[Br:20][C:21]1[CH:26]=[CH:25][C:24]([C:27]2[N:28]([C:37]3[CH:42]=[CH:41][C:40]([S:43]([CH3:46])(=[O:45])=[O:44])=[C:39]([F:47])[CH:38]=3)CC(O)(C(F)(F)F)[N:31]=2)=[CH:23][C:22]=1[CH3:48]>>[F:47][C:39]1[CH:38]=[C:37]([NH:28][C:27]([C:24]2[CH:25]=[CH:26][C:21]([Br:20])=[C:22]([CH3:48])[CH:23]=2)=[NH:31])[CH:42]=[CH:41][C:40]=1[S:43]([CH3:46])(=[O:45])=[O:44]. Procedure: The subtitle compound was prepared according to the procedure of Example 153 (step 1) using 4-bromo-3-methylbenzonitrile, instead of 4-bromobenzonitrile. 2-(4-Bromo-3-methylphenyl)-1-[3-fluoro-4-(methylsulfonyl)phenyl]-4-hydroxy-4-trifluoromethyl-4,5-dihydro-1H-imidazole. (step 2)